This data is from the Open Reaction Database (ORD), a public repository of structured organic reaction records. The task is: describe an organic reaction: reactants, conditions, products, and yield Reaction SMILES: C[O:2][C:3](=[O:24])[C:4]1[CH:9]=[CH:8][CH:7]=[CH:6][C:5]=1[NH:10][CH2:11][C:12]1[CH:17]=[CH:16][N:15]=[C:14]([N:18]2[CH2:22][CH2:21][CH2:20][C:19]2=[O:23])[CH:13]=1.[OH-].[Na+]>CO>[O:23]=[C:19]1[CH2:20][CH2:21][CH2:22][N:18]1[C:14]1[CH:13]=[C:12]([CH2:11][NH:10][C:5]2[CH:6]=[CH:7][CH:8]=[CH:9][C:4]=2[C:3]([OH:24])=[O:2])[CH:17]=[CH:16][N:15]=1 |f:1.2|. Procedure: 700 mg (2.15 mmol) of 2-{[2-(2-oxo-pyrrolidin-1-yl)-pyridin-4-ylmethyl]-amino}-benzoic acid methyl ester is mixed in 15 ml of methanol with 2.7 ml of 1N sodium hydroxide solution and refluxed for 1 hour. After the methanol is distilled off in a vacuum, it is diluted with water and shaken once with ethyl acetate. The aqueous phase is mixed with 5 ml of 1-molar citric acid solution and stirred overnight. The solid precipitation is suctioned off and quickly dried. 600 mg of 2-{[2-(2-oxo-pyrrolidin-... Product: O=C1N(CCC1)C1=NC=CC(=C1)CNC1=C(C(=O)O)C=CC=C1 (2-{[2-(2-Oxo-pyrrolidin-1-yl)-pyridin-4-ylmethyl]-amino}-benzoic Acid). Solvent: CO (methanol). Reactants: COC(C1=C(C=CC=C1)NCC1=CC(=NC=C1)N1C(CCC1)=O)=O (2-{[2-(2-oxo-pyrrolidin-1-yl)-pyridin-4-ylmethyl]-amino}-benzoic acid methyl ester), [OH-].[Na+] (sodium hydroxide). Starting materials: C(=O)(O)[O-].[Na+] (NaHCO3), CC1C2=C(CCN(C1)C(C(F)(F)F)=O)N=C(C=C2)O (5-methyl-7-(trifluoroacetyl)-6,7,8,9-tetrahydro-5H-pyrido[2,3-d]azepin-2-ol), C(=O)([O-])[O-].[K+].[K+] (K2CO3), ClC(F)(F)C(=O)O[Na] (F2ClCCO2Na). Run in CCOC(=O)C (EtOAc), CN(C)C=O (DMF). Run at temperature 90 celsius. The product is FC(OC=1C=CC2=C(CCN(CC2C)C(C(F)(F)F)=O)N1)F (2-(difluoromethoxy)-5-methyl-7-(trifluoroacetyl)-6,7,8,9-tetrahydro-5H-pyrido[2,3-d]azepine). The yield is 53.8%. As a reaction SMILES: [CH3:1][CH:2]1[CH2:8][N:7]([C:9](=[O:14])[C:10]([F:13])([F:12])[F:11])[CH2:6][CH2:5][C:4]2[N:15]=[C:16]([OH:19])[CH:17]=[CH:18][C:3]1=2.C([O-])([O-])=O.[K+].[K+].Cl[C:27](C(O[Na])=O)([F:29])[F:28].C([O-])(O)=O.[Na+]>CCOC(C)=O.CN(C=O)C>[F:28][CH:27]([F:29])[O:19][C:16]1[CH:17]=[CH:18][C:3]2[CH:2]([CH3:1])[CH2:8][N:7]([C:9](=[O:14])[C:10]([F:13])([F:11])[F:12])[CH2:6][CH2:5][C:4]=2[N:15]=1 |f:1.2.3,5.6|. Reported procedure: To a mixture of 5-methyl-7-(trifluoroacetyl)-6,7,8,9-tetrahydro-5H-pyrido[2,3-d]azepin-2-ol (77.0 mg, 281 μmol), K2CO3 (19.0 mg, 141 μmol) and DMF (1.4 ml) was added F2ClCCO2Na (47.0 mg, 310 μmol). The mixture was heated at 90° C. for 2 h. The reaction mixture was parted between sat. aq. NaHCO3 and EtOAc. The organic layer was dried, concentrated in vacuo and purified by means of column chromatography to give 49.0 mg (54%) of 2-(difluoromethoxy)-5-methyl-7-(trifluoroacetyl)-6,7,8,9-tetrahydro-5H... The reactants are Cl.O1N=C(C2=C1C=CC=C2)CC(OCC)=N (ethyl 1,2-benzisoxazole-3-acetimidate hydrochloride), C(CN)N (ethylenediamine), Cl (hydrochloric acid). Run in C(C)O (ethanol). Conditions: time 8 hour. The product is Cl.N1C(=NCC1)CC1=NOC2=C1C=CC=C2 (3-(2-Imidazolin-2-yl)methyl-1,2-benzisoxazole hydrochloride). Yield: 93.7%. RXN SMILES: [ClH:1].[O:2]1[C:6]2[CH:7]=[CH:8][CH:9]=[CH:10][C:5]=2[C:4]([CH2:11][C:12](=[NH:16])OCC)=[N:3]1.[CH2:17](N)[CH2:18][NH2:19].Cl>C(O)C>[ClH:1].[NH:19]1[CH2:18][CH2:17][N:16]=[C:12]1[CH2:11][C:4]1[C:5]2[CH:10]=[CH:9][CH:8]=[CH:7][C:6]=2[O:2][N:3]=1 |f:0.1,5.6|. Procedure details: In ethanol (10 ml) was dissolved ethyl 1,2-benzisoxazole-3-acetimidate hydrochloride (2.0 g) and thereto was added ethylenediamine (0.6 g) under ice-cooling and the mixture was allowed to stand at 5°C overnight. To the mixture was added ethanolic hydrochloric acid and the precipitated crystallines were separated by filtration and recrystallized from ethanol to give the desired compound (1.85 g). m.p. 223° to 228°C. Reactants: Br, CC(C)(C)OC(=O)N1CCCCC1C(=O)C=[N+]=[N-], CCOC(C)=O, CC(=O)O, COC(C)(C)C. Product: CC(C)(C)OC(=O)N1CCCCC1C(=O)CBr. As a reaction SMILES: [BrH:19].[C:1]([CH3:2])([CH3:3])([CH3:4])[O:5][C:6](=[O:7])[N:8]1[CH:9]([C:14]([CH:15]=[N+:16]=[N-:17])=[O:18])[CH2:10][CH2:11][CH2:12][CH2:13]1.[CH3:20][CH2:21][O:22][C:23](=[O:24])[CH3:25].[CH3:26][C:27](=[O:28])[OH:29].[CH3:30][O:31][C:32]([CH3:33])([CH3:34])[CH3:35]>>[C:1]([CH3:2])([CH3:3])([CH3:4])[O:5][C:6](=[O:7])[N:8]1[CH:9]([C:14]([CH2:15][Br:19])=[O:18])[CH2:10][CH2:11][CH2:12][CH2:13]1.